Task: describe an organic reaction: reactants, conditions, products, and yield. Dataset: the Open Reaction Database (ORD), a public repository of structured organic reaction records The reactants are I.CSC1=NCCC2=CC=CC=C12 (1-Methylthio-3,4-dihydroisoquinoline hydroiodide), CC1=C(CN)C=CC=C1 (2-methylbenzylamine). Solvent: C(C)O (ethanol). Yields the product I.CC1=C(C=CC=C1)CNC1=NCCC2=CC=CC=C12 (1-[(2-Methylphenylmethyl)amino]-3,4-dihydroisoquinoline hydroiodide). Yield: 73.0%. RXN SMILES: [IH:1].CS[C:4]1[C:13]2[C:8](=[CH:9][CH:10]=[CH:11][CH:12]=2)[CH2:7][CH2:6][N:5]=1.[CH3:14][C:15]1[CH:22]=[CH:21][CH:20]=[CH:19][C:16]=1[CH2:17][NH2:18]>C(O)C>[IH:1].[CH3:14][C:15]1[CH:22]=[CH:21][CH:20]=[CH:19][C:16]=1[CH2:17][NH:18][C:4]1[C:13]2[C:8](=[CH:9][CH:10]=[CH:11][CH:12]=2)[CH2:7][CH2:6][N:5]=1 |f:0.1,4.5|. Procedure details: 1-Methylthio-3,4-dihydroisoquinoline hydroiodide (1.52 g, 0.005 mol) was dissolved in a solution of ethanol (50 ml) containing 2-methylbenzylamine (0.61 g, 0.005 mol). The colourless solution was heated at reflux temperature for six hours with effluent gases being passed through a CHLOROS trap. The solution was then cooled and stood in the refrigerator overnight to give white crystals (1.38 g). This material was crystallised from methanol/ ethanol to give the title compound (1.06 g) as its hydro... Starting materials: CN(C)C=O, [Cl-], Clc1ncc(Cl)c(Cl)n1, Nc1ccccc1-c1nc(C(F)(F)F)c[nH]1, [NH4+]. The product is FC(F)(F)c1c[nH]c(-c2ccccc2Nc2nc(Cl)ncc2Cl)n1. RXN SMILES: [CH3:28][N:29]([CH3:30])[CH:31]=[O:32].[Cl-:26].[Cl:17][c:18]1[n:19][cH:20][c:21]([Cl:25])[c:22]([Cl:24])[n:23]1.[F:1][C:2]([c:3]1[n:4][c:5](-[c:8]2[c:9]([NH2:14])[cH:10][cH:11][cH:12][cH:13]2)[nH:6][cH:7]1)([F:15])[F:16].[NH4+:27]>>[F:1][C:2]([c:3]1[n:4][c:5](-[c:8]2[c:9]([NH:14][c:22]3[c:21]([Cl:25])[cH:20][n:19][c:18]([Cl:17])[n:23]3)[cH:10][cH:11][cH:12][cH:13]2)[nH:6][cH:7]1)([F:15])[F:16].